Dataset: the Open Reaction Database (ORD), a public repository of structured organic reaction records. Task: describe an organic reaction: reactants, conditions, products, and yield The reactants are C([O-])([O-])=O.[K+].[K+] (potassium carbonate), CC=1N(C(=CC1)C)C1CCNCC1 (4-(2,5-dimethylpyrrol-1-yl)piperidine), tert-butyl ester, FC1=CC=C(C(=O)O)C=C1 (4-fluorobenzoic acid), C(C)(C)N(CC)C(C)C (diisopropylethylamine). Run in CN(C=O)C (dimethylformamide), O (water), C(C)(=O)OCC (ethyl acetate). Reaction conditions: temperature 90 celsius, time 6 hour. Product: CC=1N(C(=CC1)C)C1CCN(CC1)C1=C(C=CC=C1)C(=O)OC(C)(C)C (4-(2,5-Dimethylpyrrol-1-yl)-1-(tert-butoxycarbonylphenyl)piperidine). RXN SMILES: [CH3:1][C:2]1[N:3]([CH:8]2[CH2:13][CH2:12][NH:11][CH2:10][CH2:9]2)[C:4]([CH3:7])=[CH:5][CH:6]=1.F[C:15]1[CH:23]=[CH:22][C:18]([C:19]([OH:21])=[O:20])=[CH:17][CH:16]=1.C(N([CH:30]([CH3:32])[CH3:31])CC)(C)C.[C:33](=O)([O-])[O-].[K+].[K+]>C(OCC)(=O)C.O.CN(C)C=O>[CH3:1][C:2]1[N:3]([CH:8]2[CH2:13][CH2:12][N:11]([C:22]3[CH:23]=[CH:15][CH:16]=[CH:17][C:18]=3[C:19]([O:21][C:30]([CH3:32])([CH3:33])[CH3:31])=[O:20])[CH2:10][CH2:9]2)[C:4]([CH3:7])=[CH:5][CH:6]=1 |f:3.4.5|. Procedure details: 1.5 g (7.5 mmol) of 4-(2,5-dimethylpyrrol-1-yl)piperidine, 60 ml of dimethylformamide and 1.6 g (7.5 mmol) of the tert-butyl ester of 4-fluorobenzoic acid and 2.6 ml of diisopropylethylamine are mixed under nitrogen. The mixture is heated with stirring for 6 hours at 90° C. and afterwards is stirred at ambient temperature for 15 hours. 1.04 g (7.5 mmol) of potassium carbonate are added thereto and the mixture is heated at 90° C. for 5 days. The mixture is poured into water, extraction is carried... Reactants: ClC1=CC(=NC(=N1)C)NC(=S)NC(OCC)=O (ethyl 6-chloro-2-methylpyrimidin-4-ylcarbamothioylcarbamate), [OH-].[Na+] (sodium hydroxide). Reaction conditions: temperature 50 celsius, time 2 hour. Product: ClC1=CC(=NC(=N1)C)NC(=S)N (1-(6-chloro-2-methylpyrimidin-4-yl)thiourea). The yield is 91.3%. As a reaction SMILES: [Cl:1][C:2]1[N:7]=[C:6]([CH3:8])[N:5]=[C:4]([NH:9][C:10]([NH:12]C(=O)OCC)=[S:11])[CH:3]=1.[OH-].[Na+]>>[Cl:1][C:2]1[N:7]=[C:6]([CH3:8])[N:5]=[C:4]([NH:9][C:10]([NH2:12])=[S:11])[CH:3]=1 |f:1.2|. Procedure details: A solution of ethyl 6-chloro-2-methylpyrimidin-4-ylcarbamothioylcarbamate (275 mg, 1.0 mmol) and 1N sodium hydroxide (3.5 eq) was heated and stirred at 50° C. for 2 h. The resulting slurry was cooled to 20-22° C. The solid was collected by vacuum filtration, washed with water, and dried to give 185 mg of 1-(6-chloro-2-methylpyrimidin-4-yl)thiourea (91% yield). 1H NMR (400 MHz, DMSO-d6): δ 2.51 (S, 3H), 7.05 (s, 1H), 9.35 (s, 1H), 10.07 (s, 1H), 10.91 (s, 1H); 13C NMR (125 MHz, DMSO-d6) δ: 25.25,...